Dataset: the Open Reaction Database (ORD), a public repository of structured organic reaction records. Task: describe an organic reaction: reactants, conditions, products, and yield Reactants: ICC1N(C2=NC=NC=3C=C(C(=C(C1)C32)OC)OC)C3=CC=CC=C3 (5-iodomethyl-7,8-dimethoxy-4-phenyl-5,6-dihydro-4H-1,3,4-triaza-phenalene), C1CCC2=NCCCN2CC1 (DBU). Solvent: C(Cl)(Cl)Cl (chloroform), C1(=CC=CC=C1)C (toluene). Conditions: temperature 120 celsius. The product is COC1=C2C=C(N(C3=NC=NC(C=C1OC)=C32)C3=CC=CC=C3)C (7,8-dimethoxy-5-methyl-4-phenyl-4H-1,3,4-triaza-phenalene). Reaction SMILES: I[CH2:2][CH:3]1[CH2:14][C:13]2[C:15]3[C:5](=[N:6][CH:7]=[N:8][C:9]=3[CH:10]=[C:11]([O:18][CH3:19])[C:12]=2[O:16][CH3:17])[N:4]1[C:20]1[CH:25]=[CH:24][CH:23]=[CH:22][CH:21]=1.C1CCN2C(=NCCC2)CC1>C1(C)C=CC=CC=1.C(Cl)(Cl)Cl>[CH3:17][O:16][C:12]1[C:11]([O:18][CH3:19])=[CH:10][C:9]2=[C:15]3[C:13]=1[CH:14]=[C:3]([CH3:2])[N:4]([C:20]1[CH:25]=[CH:24][CH:23]=[CH:22][CH:21]=1)[C:5]3=[N:6][CH:7]=[N:8]2. Reported procedure: To a solution 5-iodomethyl-7,8-dimethoxy-4-phenyl-5,6-dihydro-4H-1,3,4-triaza-phenalene (0.1 g, 0.22 mmol) (from Example 15, Step F, supra) in toluene (20 mL) was added DBU (73 μL, 0.49 mmol) (Fluka). The reaction mixture was heated at 120° C. for 1 hour. The mixture was then diluted with chloroform (100 mL), and washed with H2O. The organic layer was separated, dried over Na2SO4, and concentrated. The residue was purified by chromatography using EtOAc/CH2Cl2/Et3N (1:1:0.05) as eluent to give th... The reactants are C(C)(C)(C)OC(NCCC(C1=CC=CC=C1)NC1=NC(=CC=C1)C1=CN=C2N1C=CN=C2N2CCN(CC2)C)=O ((3-{6-[8-(4-methyl-piperazin-1-yl)-imidazo[1,2-a]pyrazin-3-yl]-pyridin-2-ylamino}-3-phenyl-propyl)-carbamic acid tert-butyl ester). The solvent is C(C)O (ethanol), Cl (HCl). Product: CN1CCN(CC1)C=1C=2N(C=CN1)C(=CN2)C2=CC=CC(=N2)NC(CCN)C2=CC=CC=C2 (N1-{6-[8-(4-methyl-piperazin-1-yl)-imidazo[1,2-a]pyrazin-3-yl]-pyridin-2-yl}-1-phenyl-propane-1,3-diamine). As a reaction SMILES: C(OC(=O)[NH:7][CH2:8][CH2:9][CH:10]([NH:17][C:18]1[CH:23]=[CH:22][CH:21]=[C:20]([C:24]2[N:28]3[CH:29]=[CH:30][N:31]=[C:32]([N:33]4[CH2:38][CH2:37][N:36]([CH3:39])[CH2:35][CH2:34]4)[C:27]3=[N:26][CH:25]=2)[N:19]=1)[C:11]1[CH:16]=[CH:15][CH:14]=[CH:13][CH:12]=1)(C)(C)C>C(O)C.Cl>[CH3:39][N:36]1[CH2:35][CH2:34][N:33]([C:32]2[C:27]3[N:28]([C:24]([C:20]4[N:19]=[C:18]([NH:17][CH:10]([C:11]5[CH:16]=[CH:15][CH:14]=[CH:13][CH:12]=5)[CH2:9][CH2:8][NH2:7])[CH:23]=[CH:22][CH:21]=4)=[CH:25][N:26]=3)[CH:29]=[CH:30][N:31]=2)[CH2:38][CH2:37]1. Reported procedure: The solution of (3-{6-[8-(4-methyl-piperazin-1-yl)-imidazo[1,2-a]pyrazin-3-yl]-pyridin-2-ylamino}-3-phenyl-propyl)-carbamic acid tert-butyl ester (44 mg, 0.08 mmol) in ethanol (4 mL) and concentrated HCl (4 mL) was stirred at room temperature for 15 hours. The reaction mixture was then concentrated under reduced pressure. The residue was suspended in CH2Cl2 and concentrated under reduced pressure to give N1-{6-[8-(4-methyl-piperazin-1-yl)-imidazo[1,2-a]pyrazin-3-yl]-pyridin-2-yl}-1-phenyl-propan... Starting materials: N1CCCC2=CC=CC=C12 (1,2,3,4-tetrahydroquinoline), ClS(=O)(=O)C=1C=C2CC(NC2=CC1)=O (5-chlorosulfonyl-2-oxindole), N1=CC=CC=C1 (pyridine). Run in ClCCl (dichloromethane). Conditions: time 8 hour. Product: N1(CCCC2=CC=CC=C12)S(=O)(=O)C=1C=C2CC(NC2=CC1)=O (5-(3,4-Dihydro-2H-quinoline-1-sulfonyl)-1,3-dihydro-indol-2-one). RXN SMILES: [NH:1]1[C:10]2[C:5](=[CH:6][CH:7]=[CH:8][CH:9]=2)[CH2:4][CH2:3][CH2:2]1.Cl[S:12]([C:15]1[CH:16]=[C:17]2[C:21](=[CH:22][CH:23]=1)[NH:20][C:19](=[O:24])[CH2:18]2)(=[O:14])=[O:13].N1C=CC=CC=1>ClCCl>[N:1]1([S:12]([C:15]2[CH:16]=[C:17]3[C:21](=[CH:22][CH:23]=2)[NH:20][C:19](=[O:24])[CH2:18]3)(=[O:13])=[O:14])[C:10]2[C:5](=[CH:6][CH:7]=[CH:8][CH:9]=2)[CH2:4][CH2:3][CH2:2]1. Procedure: A mixture of 1,2,3,4-tetrahydroquinoline (Aldrich), 5-chlorosulfonyl-2-oxindole and pyridine in dichloromethane was stirred at room temperature overnight. The reaction was concentrated and the residue recrystallized from methanol to vie 5-(3,4, -dihydro-2H-quinoline-1-sulfonyl)-1,3-dihydro-indol-2-one. 1H-NMR (360 MHz, dimethylsulfoxide-d6) δ 10.74 (s, 1H, NH), 7.84–7.90 (d, 1H, SO2NH), 7.67–7.72 (m, 2H, 2×CH), 7.01–7.16 (m, 4H, aromatic), 6.95–6.97(d, 1H, CH), 4.28–4.29 (m, 1H), 3.58 (s, 2H, CH... Reactants: [OH-].[Li+] (Lithium hydroxide), FC(C1=NC(=NC=C1)NC=1C=C(C=CC1)C1=CC=C(C=C1)C(=O)OCC)(F)F (ethyl 3′-{[4-(trifluoromethyl)pyrimidin-2-yl]amino}biphenyl-4-carboxylate), Cl (HCl). The solvent is C1CCOC1 (THF), CO (methanol), [Cl-].[Na+].O (brine). Run at temperature 45 celsius. Product: FC(C1=NC(=NC=C1)NC=1C=C(C=CC1)C1=CC=C(C=C1)C(=O)O)(F)F (3′-{[4-(trifluoromethyl)pyrimidin-2-yl]amino}biphenyl-4-carboxylic acid). As a reaction SMILES: [OH-].[Li+].[F:3][C:4]([F:30])([F:29])[C:5]1[CH:10]=[CH:9][N:8]=[C:7]([NH:11][C:12]2[CH:13]=[C:14]([C:18]3[CH:23]=[CH:22][C:21]([C:24]([O:26]CC)=[O:25])=[CH:20][CH:19]=3)[CH:15]=[CH:16][CH:17]=2)[N:6]=1.Cl>C1COCC1.CO.[Cl-].[Na+].O>[F:30][C:4]([F:3])([F:29])[C:5]1[CH:10]=[CH:9][N:8]=[C:7]([NH:11][C:12]2[CH:13]=[C:14]([C:18]3[CH:23]=[CH:22][C:21]([C:24]([OH:26])=[O:25])=[CH:20][CH:19]=3)[CH:15]=[CH:16][CH:17]=2)[N:6]=1 |f:0.1,6.7.8|. Procedure details: Lithium hydroxide (2 M, 0.374 mL, 0.749 mmol) was added to a solution of ethyl 3′-{[4-(trifluoromethyl)pyrimidin-2-yl]amino}biphenyl-4-carboxylate in THF (1.99 mL) and methanol (0.99 mL) at room temperature, and then the mixture was heated at 45° C. for 6 hours. The reaction mixture was cooled to room temperature, neutralized with 10% aqueous HCl, diluted with brine, extracted with ethyl acetate (2×), dried over sodium sulfate, filtered and concentrated in vacuo. The residue was purified by sili... Starting materials: O=C1CCC2=CC=C(C=C12)CN1CCN(CC1)C(=O)OC(C)(C)C (tert-butyl 4-[(3-oxo-2,3-dihydro-1H-inden-5-yl)methyl]piperazine-1-carboxylate), C(=O)([O-])[O-].[K+].[K+] (K2CO3). Solvent: Cl (HCl). The product is N1(CCNCC1)CC1=CC=C2CCC(C2=C1)=O (6-(piperazin-1-ylmethyl)indan-1-one). RXN SMILES: [O:1]=[C:2]1[C:10]2[C:5](=[CH:6][CH:7]=[C:8]([CH2:11][N:12]3[CH2:17][CH2:16][N:15](C(OC(C)(C)C)=O)[CH2:14][CH2:13]3)[CH:9]=2)[CH2:4][CH2:3]1.C([O-])([O-])=O.[K+].[K+]>Cl>[N:12]1([CH2:11][C:8]2[CH:9]=[C:10]3[C:5]([CH2:4][CH2:3][C:2]3=[O:1])=[CH:6][CH:7]=2)[CH2:17][CH2:16][NH:15][CH2:14][CH2:13]1 |f:1.2.3|. Reported procedure: A solution of Example 871A (0.83 g, 2.50 mmol) in 10% aqueous HCl (4 mL) was stirred at 60° C. for 15 min. The solution was brought to basic pH by the addition of K2CO3, then concentrated in vacuo to give a crude solid. Isolated yield 99.1%. Solvent: C(C)(=O)OCC (ethyl acetate), CC(C)O (2-propanol). Reaction conditions: temperature 85 celsius. Product: OC(CN1CC(C1)C(=O)OC(C)(C)C)C1=CC=C(C=C1)C(N)=NO (tert-butyl 1-(2-hydroxy-2-(4-(N′-hydroxycarbamimidoyl)phenyl)ethyl)azetidine-3-carboxylate). Reactants: C(#N)C1=CC=C(C=C1)C(CN1CC(C1)C(=O)OC(C)(C)C)O (tert-butyl 1-(2-(4-cyanophenyl)-2-hydroxyethyl)azetidine-3-carboxylate), C([O-])(O)=O.[Na+] (sodium bicarbonate), Cl.NO (hydroxylamine hydrochloride). Reaction SMILES: [C:1]([C:3]1[CH:8]=[CH:7][C:6]([CH:9]([OH:22])[CH2:10][N:11]2[CH2:14][CH:13]([C:15]([O:17][C:18]([CH3:21])([CH3:20])[CH3:19])=[O:16])[CH2:12]2)=[CH:5][CH:4]=1)#[N:2].C(=O)(O)[O-].[Na+].Cl.[NH2:29][OH:30]>CC(O)C.C(OCC)(=O)C>[OH:22][CH:9]([C:6]1[CH:5]=[CH:4][C:3]([C:1](=[N:29][OH:30])[NH2:2])=[CH:8][CH:7]=1)[CH2:10][N:11]1[CH2:12][CH:13]([C:15]([O:17][C:18]([CH3:19])([CH3:21])[CH3:20])=[O:16])[CH2:14]1 |f:1.2,3.4|. Procedure: To a mixture of tert-butyl 1-(2-(4-cyanophenyl)-2-hydroxyethyl)azetidine-3-carboxylate (100 mg, 0.331 mmol) and sodium bicarbonate (111 mg, 1.323 mmol) in 2-propanol was added hydroxylamine hydrochloride (22.98 mg, 0.331 mmol). The reaction mixture was heated at 85° C. overnight. The reaction mixture was diluted with ethyl acetate and washed with H2O. The organic layer was dried with MgSO4, filtered, and concentrated to yield 110 mg of tert-butyl 1-(2-hydroxy-2-(4-(N′-hydroxycarbamimidoyl)phenyl...